Dataset: the Open Reaction Database (ORD), a public repository of structured organic reaction records. Task: describe an organic reaction: reactants, conditions, products, and yield The reactants are C1CCCCC12NC1(CCCCC1)NC2=S (7,14-diazadispiro[5.1.5.2]pentadecane-15-thione), C(CCCCC)N=C=O (n-hexyl isocyanate), [C-]#N.[K+] (potassium cyanide), N12CCN(CC1)CC2 (1,4-diazabicyclo[2.2.2]octane). The solvent is C1=CC=CC=C1 (benzene). Yields the product C(CCCCC)NC(=O)N1C2(NC3(CCCCC3)C1=S)CCCCC2 (14-n-hexylcarbamoyl-7,14-diazadispiro[5.1.5.2]pentadecane-15-thione). As a reaction SMILES: [CH2:1]1[C:6]2([C:15](=[S:16])[NH:14][C:8]3([CH2:13][CH2:12][CH2:11][CH2:10][CH2:9]3)[NH:7]2)[CH2:5][CH2:4][CH2:3][CH2:2]1.[CH2:17]([N:23]=[C:24]=[O:25])[CH2:18][CH2:19][CH2:20][CH2:21][CH3:22].[C-]#N.[K+].N12CCN(CC1)CC2>C1C=CC=CC=1>[CH2:17]([NH:23][C:24]([N:14]1[C:15](=[S:16])[C:6]2([CH2:1][CH2:2][CH2:3][CH2:4][CH2:5]2)[NH:7][C:8]21[CH2:13][CH2:12][CH2:11][CH2:10][CH2:9]2)=[O:25])[CH2:18][CH2:19][CH2:20][CH2:21][CH3:22] |f:2.3|. Procedure: 4.8 Parts of 7,14-diazadispiro[5.1.5.2]pentadecane-15-thione, 2.6 parts of n-hexyl isocyanate, 0.2 parts of potassium cyanide and a trace of 1,4-diazabicyclo[2.2.2]octane in 100 parts of dry benzene were heated at reflux for 48 hours. The solution was treated as in Example 22 to yield 8.0 parts of a yellow oil which was purified by column chromatography (silica gel) to yield 5.33 parts of 14-n-hexylcarbamoyl-7,14-diazadispiro[5.1.5.2]pentadecane-15-thione as a heavy oil. This material gave the f... Reactants: 15, N(=C=S)CC1=CC=NC=C1 (4-(isothiocyanatomethyl)pyridine), NC1=C(C=CC=C1)O (2-aminophenol). Run in C(C)#N (acetonitrile). Conditions: time 3 hour. Yields the product OC1=C(C=CC=C1)NC(=S)NCC1=CC=NC=C1 (N-(2-hydroxyphenyl)-N'-(4-pyridinylmethyl)thiourea). RXN SMILES: [N:1]([CH2:4][C:5]1[CH:10]=[CH:9][N:8]=[CH:7][CH:6]=1)=[C:2]=[S:3].[NH2:11][C:12]1[CH:17]=[CH:16][CH:15]=[CH:14][C:13]=1[OH:18]>C(#N)C>[OH:18][C:13]1[CH:14]=[CH:15][CH:16]=[CH:17][C:12]=1[NH:11][C:2]([NH:1][CH2:4][C:5]1[CH:10]=[CH:9][N:8]=[CH:7][CH:6]=1)=[S:3]. Reported procedure: A mixture of 15 parts of 4-(isothiocyanatomethyl)pyridine, 9.5 parts of 2-aminophenol and 160 parts of acetonitrile was stirred for 3 hours at room temperature. The precipitated product was filtered off, washed with 2,2'-oxybispropane and crystallized from acetonitrile, yielding 8.22 parts of N-(2-hydroxyphenyl)-N'-(4-pyridinylmethyl)thiourea; mp. 179.6° C. (intermediate 73). Starting materials: BrC=1C=C(C(=O)O)C=C(C1)[N+](=O)[O-] (3-bromo-5-nitrobenzoic acid), C([O-])([O-])=O.[K+].[K+] (potassium carbonate), CI (methyl iodide). Solvent: CN(C)C=O (DMF). Product: BrC=1C=C(C(=O)OC)C=C(C1)[N+](=O)[O-] (methyl 3-bromo-5-nitrobenzoate). Reaction SMILES: [Br:1][C:2]1[CH:3]=[C:4]([CH:8]=[C:9]([N+:11]([O-:13])=[O:12])[CH:10]=1)[C:5]([OH:7])=[O:6].[C:14](=O)([O-])[O-].[K+].[K+].CI>CN(C=O)C>[Br:1][C:2]1[CH:3]=[C:4]([CH:8]=[C:9]([N+:11]([O-:13])=[O:12])[CH:10]=1)[C:5]([O:7][CH3:14])=[O:6] |f:1.2.3|. Reported procedure: Prepared according to Procedure S using 3-bromo-5-nitrobenzoic acid (5.0 g, 20.32 mmol), potassium carbonate (5.62 g, 40.6 mmol), DMF (55 mL), and methyl iodide (2.54 mL, 40.6 mmol) to afford methyl 3-bromo-5-nitrobenzoate as an orange amorphous solid. Mass Spectrum (ESI) m/e=261.1 (M+1). Starting materials: C/1=C\CCCCCC1 (trans-cyclooctene), C1(=CC=CC=C1)C=1N=NC(=NN1)C1=CC=CC=C1 (3,6-diphenyl-1,2,4,5-tetrazine). Solvent: C1CCOC1 (THF). Conditions: time 20 minute. Yields the product C1(=CC=CC=C1)C1=NN=C(C2=C1CCCCCC2)C2=CC=CC=C2 (1,4-diphenyl-5,6,7,8,9,10-hexahydro-cycloocta[d]pyridazine). Isolated yield 93.0%. Reaction SMILES: [C:1]1([C:7]2[N:8]=[N:9][C:10]([C:13]3[CH:18]=[CH:17][CH:16]=[CH:15][CH:14]=3)=NN=2)[CH:6]=[CH:5][CH:4]=[CH:3][CH:2]=1.[CH:19]1=[CH:20][CH2:21][CH2:22][CH2:23][CH2:24][CH2:25][CH2:26]1>C1COCC1>[C:13]1([C:10]2[C:26]3[CH2:25][CH2:24][CH2:23][CH2:22][CH2:21][CH2:20][C:19]=3[C:7]([C:1]3[CH:2]=[CH:3][CH:4]=[CH:5][CH:6]=3)=[N:8][N:9]=2)[CH:18]=[CH:17][CH:16]=[CH:15][CH:14]=1. Procedure details: A dry round-bottomed flask was charged with 3,6-diphenyl-1,2,4,5-tetrazine (0.030 g, 0.13 mmol) and the flask was evacuated and filled with nitrogen. Anhydrous THF (1.3 mL) and trans-cyclooctene (0.014 g, 0.21 mmol) were added to the reaction mixture. After approximately 20 minutes the purple solution turned yellow, indicating that the reaction had gone to completion. The reaction mixture was concentrated under reduced pressure. The crude yellow residue was chromatographed on silica gel using a ... Reactants: CCN(C(C)C)C(C)C (DIPEA), FC1=CC(=C(C=C1[N+](=O)[O-])NC1=NC=CC(=N1)C1=CN(C2=CC=CC=C12)C)OC (N-(4-fluoro-2-methoxy-5-nitrophenyl)-4-(1-methylindol-3-yl)pyrimidin-2-amine), FC1=CC(=C(C=C1[N+](=O)[O-])NC1=NC=CC(=N1)C1=CN(C2=CC=CC=C12)C)OC (N-(4-fluoro-2-methoxy-5-nitrophenyl)-4-(1-methylindol-3-yl)pyrimidin-2-amine), CN1C[C@@H]2[C@H](C1)NCC2 ((3aR,6aR)-5-Methyl-2,3,3a,4,6,6a-hexahydro-1H-pyrrolo[3,2-c]pyrrole), CN1C[C@@H]2[C@H](C1)NCC2 ((3aR,6aR)-5-Methyl-2,3,3a,4,6,6a-hexahydro-1H-pyrrolo[3,2-c]pyrrole). Run in FC(CO)(F)F (2,2,2-trifluoroethanol). Reaction conditions: temperature 140 celsius. Yields the product CN1C[C@@H]2N(CC[C@@H]2C1)C1=CC(=C(C=C1[N+](=O)[O-])NC1=NC=CC(=N1)C1=CN(C2=CC=CC=C12)C)OC (N-[4-[(3aR,6aR)-5-Methyl-2,3,3a,4,6,6a-hexahydropyrrolo[3,4-b]pyrrol-1-yl]-2-methoxy-5-nitrophenyl]-4-(1-methylindol-3-yl)pyrimidin-2-amine). Yield: 84.3%. RXN SMILES: CCN(C(C)C)C(C)C.F[C:11]1[C:16]([N+:17]([O-:19])=[O:18])=[CH:15][C:14]([NH:20][C:21]2[N:26]=[C:25]([C:27]3[C:35]4[C:30](=[CH:31][CH:32]=[CH:33][CH:34]=4)[N:29]([CH3:36])[CH:28]=3)[CH:24]=[CH:23][N:22]=2)=[C:13]([O:37][CH3:38])[CH:12]=1.[CH3:39][N:40]1[CH2:44][C@@H:43]2[NH:45][CH2:46][CH2:47][C@@H:42]2[CH2:41]1>FC(F)(F)CO>[CH3:39][N:40]1[CH2:41][C@@H:42]2[C@@H:43]([N:45]([C:11]3[C:16]([N+:17]([O-:19])=[O:18])=[CH:15][C:14]([NH:20][C:21]4[N:26]=[C:25]([C:27]5[C:35]6[C:30](=[CH:31][CH:32]=[CH:33][CH:34]=6)[N:29]([CH3:36])[CH:28]=5)[CH:24]=[CH:23][N:22]=4)=[C:13]([O:37][CH3:38])[CH:12]=3)[CH2:46][CH2:47]2)[CH2:44]1. Procedure: DIPEA (0.411 mL, 2.36 mmol) was added to a suspension of N-(4-fluoro-2-methoxy-5-nitrophenyl)-4-(1-methylindol-3-yl)pyrimidin-2-amine (Intermediate 129, 425 mg, 0.94 mmol) and (3aR,6aR)-5-methyl-2,3,3a,4,6,6a-hexahydro-1H-pyrrolo[3,4-b]pyrrole (Intermediate 37, 250 mg, 1.98 mmol) in 2,2,2-trifluoroethanol (4 mL). The mixture was heated in a microwave at 140° C. for 1 h. The cooled mixture was then purified by ion exchange chromatography, using an SCX column. The desired product was eluted from t... The reactants are N#Cc1ccc(C=O)cc1, ClCCl, Cl, OCc1ccccc1S. Product: N#Cc1ccc(C2OCc3ccccc3S2)cc1. RXN SMILES: [CH:1](=[O:2])[c:3]1[cH:4][cH:5][c:6]([C:7]#[N:8])[cH:9][cH:10]1.[Cl:21][CH2:22][Cl:23].[ClH:20].[SH:11][c:12]1[c:13]([CH2:18][OH:19])[cH:14][cH:15][cH:16][cH:17]1>>[CH:1]1([c:3]2[cH:4][cH:5][c:6]([C:7]#[N:8])[cH:9][cH:10]2)[O:2][CH2:18][c:13]2[c:12]([cH:17][cH:16][cH:15][cH:14]2)[S:11]1. Starting materials: C1CCOC1, Nc1cc(C(=O)N2CCOCC2)cc(C(F)(F)F)c1. The product is Nc1cc(CN2CCOCC2)cc(C(F)(F)F)c1. As a reaction SMILES: [CH2:20]1[O:21][CH2:22][CH2:23][CH2:24]1.[NH2:1][c:2]1[cH:3][c:4]([C:12](=[O:13])[N:14]2[CH2:15][CH2:16][O:17][CH2:18][CH2:19]2)[cH:5][c:6]([C:8]([F:9])([F:10])[F:11])[cH:7]1>>[NH2:1][c:2]1[cH:3][c:4]([CH2:12][N:14]2[CH2:15][CH2:16][O:17][CH2:18][CH2:19]2)[cH:5][c:6]([C:8]([F:9])([F:10])[F:11])[cH:7]1. Reactants: C(C)(=O)OCC (ethyl acetate), C(C)NC(=O)NC=1N=C2N(C(=CC(=C2)C=2C=NC=CC2)C=O)C1 (1-Ethyl-3-(5-formyl-7-pyridin-3-yl-imidazo[1,2-a]pyridin-2-yl)-urea), [C-]#N.[Na+] (NaCN), C(C)(=O)O (acetic acid). The reagents and catalysts are [O-2].[O-2].[Mn+4] (manganese dioxide). The solvent is CO.C(C)(=O)OCC (methanol ethyl acetate), CO (methanol). Reaction conditions: temperature 23 celsius, time 3 hour. The product is COC(=O)C1=CC(=CC=2N1C=C(N2)NC(=O)NCC)C=2C=NC=CC2 (2-(3-Ethyl-ureido)-7-pyridin-3-yl-imidazo[1,2-a]pyridine-5-carboxylic acid methyl ester). As a reaction SMILES: [CH2:1]([NH:3][C:4]([NH:6][C:7]1[N:8]=[C:9]2[CH:14]=[C:13]([C:15]3[CH:16]=[N:17][CH:18]=[CH:19][CH:20]=3)[CH:12]=C(C=O)[N:10]2[CH:23]=1)=[O:5])[CH3:2].[C-]#N.[Na+].C(O)(=O)C.[C:31]([O:34][CH2:35]C)(=[O:33])[CH3:32]>CO.[O-2].[O-2].[Mn+4].CO.C(OCC)(=O)C>[CH3:35][O:34][C:31]([C:32]1[N:10]2[CH:23]=[C:7]([NH:6][C:4]([NH:3][CH2:1][CH3:2])=[O:5])[N:8]=[C:9]2[CH:14]=[C:13]([C:15]2[CH:16]=[N:17][CH:18]=[CH:19][CH:20]=2)[CH:12]=1)=[O:33] |f:1.2,6.7.8,9.10|. Procedure: Activated manganese dioxide (600 mg) was added to a solution of the alcohol (12) (90 mg, 0.29 mmol) in a mixture of ethyl acetate (20 mL) and methanol (10 mL) and the mixture was stirred vigorously at 23° C. for 2 h. APCI-MS Found [M+H]=310. The reaction mixture was filtered through Celite, washing through with more ethyl acetate/methanol. The combined filtrates were concentrated to dryness to give the aldehyde, 1-Ethyl-3-(5-formyl-7-pyridin-3-yl-imidazo[1,2-a]pyridin-2-yl)-urea (13), which was ... The reactants are C(=O)C=1C=C(C(N2C=CC=CC12)=O)C(=O)O (1-formyl-4-oxo-4H-quinolizine-3-carboxylic acid), ClC=1C=C2CCNCC2=CC1 (6-chloro-1,2,3,4-tetrahydroisoquinoline), C(C)(=O)O (acetic acid), ClC(C)Cl (dichloroethane), C(#N)[BH3-] (cyanoborohydride). Run at temperature 120 celsius. The product is ClC=1C=C2CCN(CC2=CC1)CC=1C=C(C(N2C=CC=CC12)=O)C(=O)O (1-[(6-chloro-3,4-dihydroisoquinolin-2(1H)-yl)methyl]-4-oxo-4H-quinolizine-3-carboxylic acid). Reaction SMILES: [CH:1]([C:3]1[CH:4]=[C:5]([C:14]([OH:16])=[O:15])[C:6](=[O:13])[N:7]2[C:12]=1[CH:11]=[CH:10][CH:9]=[CH:8]2)=O.[Cl:17][C:18]1[CH:19]=[C:20]2[C:25](=[CH:26][CH:27]=1)[CH2:24][NH:23][CH2:22][CH2:21]2.C(O)(=O)C.ClC(Cl)C.C([BH3-])#N>>[Cl:17][C:18]1[CH:19]=[C:20]2[C:25](=[CH:26][CH:27]=1)[CH2:24][N:23]([CH2:1][C:3]1[CH:4]=[C:5]([C:14]([OH:16])=[O:15])[C:6](=[O:13])[N:7]3[C:12]=1[CH:11]=[CH:10][CH:9]=[CH:8]3)[CH2:22][CH2:21]2. Procedure: In a 2-5 mL Emrys™ process vial, a mixture of the 1-formyl-4-oxo-4H-quinolizine-3-carboxylic acid (76 mg, 0.35 mmol), 6-chloro-1,2,3,4-tetrahydroisoquinoline (82 mg, 0.49 mmol), glacial acetic acid (0.12 mL, 2.1 mmol) and 1.8 mL of dichloroethane was stirred vigorously. To the stirring mixture was added resin-bound MP-cyanoborohydride (343 mg, 0.70 mmol). The mixture was heated via Emrys Optimizer™ microwave to 120° C. for 30 minutes. Filtration and solvent removal provided material, which was s...